Dataset: the Open Reaction Database (ORD), a public repository of structured organic reaction records. Task: describe an organic reaction: reactants, conditions, products, and yield Starting materials: O (Water), [BH4-].[Na+] (NaBH4), ice, C1(=CC=CC2=CC=CC=C12)CCC(C(=O)OC)=O (methyl 4-(1-naphthyl)-2-oxobutyrate), O (H2O). The solvent is C1CCOC1 (THF). Reaction conditions: time 30 minute. The product is OC(C(=O)OC)CCC1=CC=CC2=CC=CC=C12 (methyl 2-hydroxy-4-(1-naphthyl)butyrate). Yield: 33.1%. RXN SMILES: [BH4-].[Na+].[C:3]1([CH2:13][CH2:14][C:15](=[O:20])[C:16]([O:18][CH3:19])=[O:17])[C:12]2[C:7](=[CH:8][CH:9]=[CH:10][CH:11]=2)[CH:6]=[CH:5][CH:4]=1.O>C1COCC1>[OH:20][CH:15]([CH2:14][CH2:13][C:3]1[C:12]2[C:7](=[CH:8][CH:9]=[CH:10][CH:11]=2)[CH:6]=[CH:5][CH:4]=1)[C:16]([O:18][CH3:19])=[O:17] |f:0.1|. Procedure details: NaBH4 (22 mg) was added portionwise to an ice cooled solution of methyl 4-(1-naphthyl)-2-oxobutyrate (obtained in Preparation 12) (252.5 mg) in THF(5 ml)-H2O (1 ml). After the addition was completed, the reaction mixture was stirred at ice-bath temperature for 30 minutes. Water (4 ml) was added, and the resulting mixture was stirred for several minutes and then extracted with ethyl acetate. The organic layer was washed with brine, dried over magnesium sulfate, and evaporated in vacuo. The residu...